Dataset: the Open Reaction Database (ORD), a public repository of structured organic reaction records. Task: describe an organic reaction: reactants, conditions, products, and yield Starting materials: CC(=O)c1ccc(OCc2ccccc2)c(CO)c1, CC(=O)c1cc(OCc2ccccc2)cc(OCc2ccccc2)c1, O. The product is O=CC(=O)c1cc(OCc2ccccc2)cc(OCc2ccccc2)c1. Reaction SMILES: [CH2:1]([O:8][c:2]1[cH:3][cH:4][c:5]([C:6](=[O:7])[CH3:9])[cH:10][c:11]1[CH2:12][OH:13])[c:14]1[cH:15][cH:16][cH:17][cH:18][cH:19]1.[CH2:20]([c:21]1[cH:22][cH:23][cH:24][cH:25][cH:26]1)[O:27][c:28]1[cH:29][c:30]([C:42]([CH3:43])=[O:44])[cH:31][c:32]([O:34][CH2:35][c:36]2[cH:37][cH:38][cH:39][cH:40][cH:41]2)[cH:33]1.[OH2:45]>>[O:8]=[CH:43][C:42]([c:30]1[cH:29][c:28]([O:27][CH2:20][c:21]2[cH:22][cH:23][cH:24][cH:25][cH:26]2)[cH:33][c:32]([O:34][CH2:35][c:36]2[cH:37][cH:38][cH:39][cH:40][cH:41]2)[cH:31]1)=[O:44]. Starting materials: O=C([O-])c1nnnn1Cc1ccccc1, O=C(Cl)C(=O)Cl, [K+], c1ccncc1, c1ccccc1. The product is O=C(Cl)c1nnnn1Cc1ccccc1. As a reaction SMILES: [CH2:1]([c:2]1[cH:3][cH:4][cH:5][cH:6][cH:7]1)[n:8]1[n:9][n:10][n:11][c:12]1[C:13](=[O:14])[O-:15].[Cl:23][C:24]([C:25]([Cl:26])=[O:27])=[O:28].[K+:16].[cH:17]1[cH:18][cH:19][n:20][cH:21][cH:22]1.[cH:29]1[cH:30][cH:31][cH:32][cH:33][cH:34]1>>[CH2:1]([c:2]1[cH:3][cH:4][cH:5][cH:6][cH:7]1)[n:8]1[n:9][n:10][n:11][c:12]1[C:13](=[O:15])[Cl:23]. Starting materials: C(#N)N=C(OC(C)C)C=1C=NC=CC1 (Isopropyl N-cyano-3-pyridinecarboximidate), C(C1=CC=CC=C1)N (benzylamine). Solvent: CO (methanol). Conditions: time 30 minute. Yields the product C(#N)NC(=NCC1=CC=CC=C1)C=1C=NC=CC1 (N-cyano-N'-benzyl-3 -pyridinecarboximidamide). Isolated yield 69.2%. RXN SMILES: [C:1]([N:3]=[C:4]([C:9]1[CH:10]=[N:11][CH:12]=[CH:13][CH:14]=1)OC(C)C)#[N:2].[CH2:15]([NH2:22])[C:16]1[CH:21]=[CH:20][CH:19]=[CH:18][CH:17]=1>CO>[C:1]([NH:3][C:4]([C:9]1[CH:10]=[N:11][CH:12]=[CH:13][CH:14]=1)=[N:22][CH2:15][C:16]1[CH:21]=[CH:20][CH:19]=[CH:18][CH:17]=1)#[N:2]. Procedure: Isopropyl N-cyano-3-pyridinecarboximidate (0.50 g, 2.6 mmol) was dissolved in methanol (10 ml), and benzylamine (0.31 g, 2.9 mmol) was added. The mixture was stirred at room temperature for 30 minutes. After the reaction was completed, the reaction solution was concentrated under reduced pressure, and the concentrated residue thus obtained was crystallized from methanoldiethyl ether to give the title compound (0.44 g, 1.8 mmol, yield: 72%) as colorless needles. Reaction SMILES: [C:1]([O:5][C:6](=[O:22])[NH:7][C:8]1([C:12]2[CH:17]=[CH:16][CH:15]=[C:14]([NH:18][C:19]([NH2:21])=[S:20])[CH:13]=2)[CH2:11][CH2:10][CH2:9]1)([CH3:4])([CH3:3])[CH3:2].[CH3:23]I>>[C:1]([O:5][C:6](=[O:22])[NH:7][C:8]1([C:12]2[CH:17]=[CH:16][CH:15]=[C:14]([NH:18][C:19](=[NH:21])[S:20][CH3:23])[CH:13]=2)[CH2:11][CH2:10][CH2:9]1)([CH3:4])([CH3:2])[CH3:3]. Yields the product C(C)(C)(C)OC(NC1(CCC1)C1=CC(=CC=C1)NC(SC)=N)=O (N-(1-(3-(S-methylisothioureido)phenyl)cyclobutyl)carbamic acid t-butyl ester). The reactants are C(C)(C)(C)OC(NC1(CCC1)C1=CC(=CC=C1)NC(=S)N)=O (N-(1-(3-thioureidophenyl)cyclobutyl)carbamic acid t-butyl ester), CI (methyl iodide). Reported procedure: Using the compound obtained in Example 158 as a starting material and also using methyl iodide as a reagent, reaction was performed as in Example 29 to give 150 mg of the titled compound (yield, 96%). The yield is 96.0%. Starting materials: C(CCC)[Li] (n-Butyllithium), [Si](C)(C)(C(C)(C)C)OCCC#C (4-(t-Butyldimethylsilyloxy)-1-butyne), COCOC1=CC=C2C(C(COC2=C1)(C)C1=CC=C(C=C1)OCOC)=O (7-methoxymethoxy-3-(4-methoxymethoxyphenyl)-3-methylchroman-4-one). Solvent: O1CCCC1 (tetrahydrofuran), O1CCCC1 (tetrahydrofuran). Run at temperature -78 celsius, time 30 minute. Product: [Si](C)(C)(C(C)(C)C)OCCC#CC1(C(COC2=CC(=CC=C12)OCOC)(C)C1=CC=C(C=C1)OCOC)O (4-[4-(t-butyldimethylsilyloxy)-1-butynyl]-4-hydroxy-7-methoxymethoxy-3-(4-(methoxymethoxy)phenyl)-3-methylchroman). Yield: 92.7%. Reaction SMILES: [Si:1]([O:8][CH2:9][CH2:10][C:11]#[CH:12])([C:4]([CH3:7])([CH3:6])[CH3:5])([CH3:3])[CH3:2].C([Li])CCC.[CH3:18][O:19][CH2:20][O:21][C:22]1[CH:31]=[C:30]2[C:25]([C:26](=[O:43])[C:27]([C:33]3[CH:38]=[CH:37][C:36]([O:39][CH2:40][O:41][CH3:42])=[CH:35][CH:34]=3)([CH3:32])[CH2:28][O:29]2)=[CH:24][CH:23]=1>O1CCCC1>[Si:1]([O:8][CH2:9][CH2:10][C:11]#[C:12][C:26]1([OH:43])[C:25]2[C:30](=[CH:31][C:22]([O:21][CH2:20][O:19][CH3:18])=[CH:23][CH:24]=2)[O:29][CH2:28][C:27]1([C:33]1[CH:34]=[CH:35][C:36]([O:39][CH2:40][O:41][CH3:42])=[CH:37][CH:38]=1)[CH3:32])([C:4]([CH3:5])([CH3:6])[CH3:7])([CH3:3])[CH3:2]. Procedure: 4-(t-Butyldimethylsilyloxy)-1-butyne (1.17 g, 6.4 mmol) was dissolved in dry tetrahydrofuran (20 ml) under argon atmosphere, which was then cooled down to −78° C. n-Butyllithium (2.29 ml, 5.72 mmol, 2.5M solution in tetrahydrofuran) was slowly added dropwise thereto, and the mixture was stirred at −78° C. for 30 minutes. To this mixture was added dropwise 7-methoxymethoxy-3-(4-methoxymethoxyphenyl)-3-methylchroman-4-one (1.14 g, 3.18 mmol) dissolved in dry tetrahydrofuran (10 ml) at −78° C., and... Reactants: Cl (HCl), C(=O)C=1N=CC(=NC1)C(=O)OC (methyl 5-formylpyrazine-2-carboxylate), [BH4-].[Na+] (sodium borohydride), CO (methanol). The solvent is [Cl-].[Na+].O (brine), C1CCOC1 (THF). Run at time 1 hour. The product is OCC=1N=CC(=NC1)C(=O)OC (Methyl 5-(hydroxymethyl)pyrazine-2-carboxylate). The yield is 52.4%. As a reaction SMILES: [CH:1]([C:3]1[N:4]=[CH:5][C:6]([C:9]([O:11][CH3:12])=[O:10])=[N:7][CH:8]=1)=[O:2].[BH4-].[Na+].CO.Cl>C1COCC1.[Cl-].[Na+].O>[OH:2][CH2:1][C:3]1[N:4]=[CH:5][C:6]([C:9]([O:11][CH3:12])=[O:10])=[N:7][CH:8]=1 |f:1.2,6.7.8|. Procedure details: To a solution of methyl 5-formylpyrazine-2-carboxylate (2.47 g) in THF (20 mL) was added sodium borohydride (170 mg) portionwise over 10 mins. After stirring for 1 h, methanol (10 mL) was added. The reaction mixture was stirred for a further 20 mins, and then HCl (1 N, aq., 20 mL) and brine (20 mL) were added. The mixture was extracted with EtOAc (3×40 mL) and the combined organic portions dried over MgSO4 and evaporated to afford the title compound (1.31 g). 1H NMR (400 MHz, CDCl3) δ ppm 4.07 (... Starting materials: [Br-], CC(C)(C)c1ccccc1O, COS(=O)(=O)OC, CCCC[N+](CCCC)(CCCC)CCCC, ClCCl, [Na+], [OH-]. Product: COc1ccccc1C(C)(C)C. As a reaction SMILES: [Br-:21].[C:8]([CH3:9])([CH3:10])([CH3:11])[c:12]1[c:13]([OH:18])[cH:14][cH:15][cH:16][cH:17]1.[CH3:1][O:2][S:3](=[O:4])(=[O:5])[O:6][CH3:7].[CH3:22][CH2:23][CH2:24][CH2:25][N+:26]([CH2:27][CH2:28][CH2:29][CH3:30])([CH2:31][CH2:32][CH2:33][CH3:34])[CH2:35][CH2:36][CH2:37][CH3:38].[Cl:39][CH2:40][Cl:41].[Na+:20].[OH-:19]>>[O:6]([CH3:7])[c:13]1[c:12]([C:8]([CH3:9])([CH3:10])[CH3:11])[cH:17][cH:16][cH:15][cH:14]1.